From a dataset of the Open Reaction Database (ORD), a public repository of structured organic reaction records. describe an organic reaction: reactants, conditions, products, and yield Procedure details: A suspension of potassium cyanide (36 g) in a solution of (2R,4R)-2,4-pentanediol dimethanesulfonate (36 g) dissolved in acetonitrile (77 mL) is stirred overnight under reflux. The mixture is partitioned between dichloromethane (200 mL) and water (150 mL). The organic layer is extracted six times with dichloromethane. The combined organic extracts are dried over magnesium sulphate, concentrated under reduced pressure and purified by chromatography over silica gel using a gradient heptane/ethyl a... Yields the product C[C@H](C#N)C[C@@H](C#N)C ((2S,4S)-2,4-dimethylpentanedinitrile). RXN SMILES: [C-:1]#[N:2].[K+].CS(O[C@@H:9]([CH2:11][C@H:12](OS(C)(=O)=O)[CH3:13])[CH3:10])(=O)=O.[C:19](#[N:21])C>>[CH3:10][C@@H:9]([CH2:11][C@H:12]([CH3:13])[C:19]#[N:21])[C:1]#[N:2] |f:0.1|. Reaction conditions: time 8 hour. Reactants: [C-]#N.[K+] (potassium cyanide), CS(=O)(=O)O[C@H](C)C[C@@H](C)OS(=O)(=O)C ((2R,4R)-2,4-pentanediol dimethanesulfonate), C(C)#N (acetonitrile).